From a dataset of the Open Reaction Database (ORD), a public repository of structured organic reaction records. describe an organic reaction: reactants, conditions, products, and yield Reactants: C[Mg]Cl (Methylmagnesium chloride), CC1(OB(OC1(C)C)C=1C=CC(=NC1)C=O)C (5-(4,4,5,5-tetramethyl-1,3,2-dioxaborolan-2-yl)pyridine-2-carbaldehyde). The solvent is C1CCOC1 (THF), C1CCOC1 (THF). Conditions: time 1 hour. The product is OC(C)C1=CC=C(C=N1)B(O)O ([6-(1-hydroxyethyl)pyridin-3-yl]boronic acid). RXN SMILES: [CH3:1][Mg]Cl.CC1(C)C(C)(C)[O:8][B:7]([C:12]2[CH:13]=[CH:14][C:15]([CH:18]=[O:19])=[N:16][CH:17]=2)[O:6]1>C1COCC1>[OH:19][CH:18]([C:15]1[N:16]=[CH:17][C:12]([B:7]([OH:6])[OH:8])=[CH:13][CH:14]=1)[CH3:1]. Procedure details: 1.0 M Methylmagnesium chloride in THF (0.4 mL, 0.4 mmol) was added dropwise to a mixture of 5-(4,4,5,5-tetramethyl-1,3,2-dioxaborolan-2-yl)pyridine-2-carbaldehyde (50 mg, 0.2 mmol, Frontier Scientific, catalog #F2110) in THF (2 mL) at 0° C. After stirring for 1 h at room temperature, the reaction was quenched with 1 N NH4Cl and was extracted with EtOAc. The organic layer was washed with brine, dried over MgSO4, and concentrated to give the crude [6-(1-hydroxyethyl)pyridin-3-yl]boronic acid. This... Starting materials: NC=1C=C2CCC(C2=CC1OC1=C(C=C(C=C1)F)F)=O (5-amino-6-(2,4-difluorophenoxy)-1-indanone), CS(=O)(=O)Cl (methanesulfonyl chloride). Run in N1=CC=CC=C1 (pyridine). Conditions: time 3 hour. Yields the product FC1=C(OC2=C(C=C3CCC(C3=C2)=O)N(S(=O)(=O)C)S(=O)(=O)C)C=CC(=C1)F (6-(2,4-difluorophenoxy)-5-bis(methylsulfonyl)amino-1-indanone), FC1=C(OC2=C(C=C3CCC(C3=C2)=O)NS(=O)(=O)C)C=CC(=C1)F (6-(2,4-difluorophenoxy)-5-methylsulfonylamino-1-indanone). As a reaction SMILES: [NH2:1][C:2]1[CH:3]=[C:4]2[C:8](=[CH:9][C:10]=1[O:11][C:12]1[CH:17]=[CH:16][C:15]([F:18])=[CH:14][C:13]=1[F:19])[C:7](=[O:20])[CH2:6][CH2:5]2.[CH3:21][S:22](Cl)(=[O:24])=[O:23]>N1C=CC=CC=1>[F:19][C:13]1[CH:14]=[C:15]([F:18])[CH:16]=[CH:17][C:12]=1[O:11][C:10]1[CH:9]=[C:8]2[C:4]([CH2:5][CH2:6][C:7]2=[O:20])=[CH:3][C:2]=1[N:1]([S:22]([CH3:21])(=[O:24])=[O:23])[S:22]([CH3:21])(=[O:24])=[O:23].[F:19][C:13]1[CH:14]=[C:15]([F:18])[CH:16]=[CH:17][C:12]=1[O:11][C:10]1[CH:9]=[C:8]2[C:4]([CH2:5][CH2:6][C:7]2=[O:20])=[CH:3][C:2]=1[NH:1][S:22]([CH3:21])(=[O:24])=[O:23]. Procedure: 12.8 g of 5-amino-6-(2,4-difluorophenoxy)-1-indanone in 95 ml of pyridine was combined at 0° C. with 8.3 ml of methanesulfonyl chloride. After 3 hours at 0° C. and 16 hours at 20° C., the mixture was concentrated, the residue taken up in chloroform, the solution washed with 1 N hydrochloric acid, and concentrated. Chromatography of the residue over silica gel with dichloromethane-ethyl acetate yielded 1.2 g of 6-(2,4-difluorophenoxy)-5-bis(methylsulfonyl)amino-1-indanone, mp 190° C. (from toluen... As a reaction SMILES: [CH3:1][O:2][C:3]1[CH:4]=[C:5]([C:11]2([CH2:17][NH2:18])[CH2:16][CH2:15][CH2:14][CH2:13][CH2:12]2)[CH:6]=[CH:7][C:8]=1[O:9][CH3:10].[CH2:19](N1CCOCC1)C.CN(C1C=CC=CN=1)C.ClC(OCC(C)C)=O.[H-].[Al+3].[Li+].[H-].[H-].[H-].S([O-])([O-])(=O)=O.[Na+].[Na+]>O1CCCC1>[CH3:1][O:2][C:3]1[CH:4]=[C:5]([C:11]2([CH2:17][NH:18][CH3:19])[CH2:12][CH2:13][CH2:14][CH2:15][CH2:16]2)[CH:6]=[CH:7][C:8]=1[O:9][CH3:10] |f:4.5.6.7.8.9,10.11.12|. Reaction conditions: time 18 hour. Reactants: COC=1C=C(C=CC1OC)C1(CCCCC1)CN (1-(3,4-dimethoxyphenyl)-1-cyclohexanemethanamine), ClC(=O)OCC(C)C (isobutyl chloroformate), [H-].[Al+3].[Li+].[H-].[H-].[H-] (lithium aluminium hydride), C(C)N1CCOCC1 (N-ethylmorpholine), CN(C)C1=NC=CC=C1 (dimethylaminopyridine), S(=O)(=O)([O-])[O-].[Na+].[Na+] (sodium sulphate). Run in O1CCCC1 (tetrahydrofuran), O1CCCC1 (tetrahydrofuran). Procedure: A solution of 7.73 g (0.031 mol) of 1-(3,4-dimethoxyphenyl)-1-cyclohexanemethanamine, 4.3 ml (0.00348 mol) of N-ethylmorpholine and 0.3 g of dimethylaminopyridine in 100 ml of abs. tetrahydrofuran was cooled to -10° and treated within 10 minutes with 4.4 ml (0.0348 mol) of isobutyl chloroformate. The mixture was then stirred at room temperature for 18 hours and filtered, and the solution was evaporated under reduced pressure. The residue was dissolved in ethyl acetate and the organic solution wa... Product: COC=1C=C(C=CC1OC)C1(CCCCC1)CNC (1-(3,4-dimethoxyphenyl)-N-methyl- 1-cyclohexanemethanamine). Starting materials: BrC1=CC(=C(C=C1)O)C(C)(C)C (4-bromo-2-tert-butyl-phenol), C([O-])([O-])=O.[K+].[K+] (potassium carbonate), ClC(C(=O)OCC)(F)F (ethyl chlorodifluoroacetate). Solvent: CCOC(=O)C (EtOAc), O (water), CN(C)C=O (DMF). Reaction conditions: temperature 80 celsius. Yields the product BrC1=CC(=C(C=C1)OC(F)F)C(C)(C)C (4-bromo-2-tert-butyl-difluoromethoxy-benzene). Yield: 33.2%. As a reaction SMILES: [Br:1][C:2]1[CH:7]=[CH:6][C:5]([OH:8])=[C:4]([C:9]([CH3:12])([CH3:11])[CH3:10])[CH:3]=1.C(=O)([O-])[O-].[K+].[K+].Cl[C:20]([F:27])([F:26])C(OCC)=O>CN(C=O)C.CCOC(C)=O.O>[Br:1][C:2]1[CH:7]=[CH:6][C:5]([O:8][CH:20]([F:27])[F:26])=[C:4]([C:9]([CH3:12])([CH3:11])[CH3:10])[CH:3]=1 |f:1.2.3|. Reported procedure: step 1—To a mixture of 4-bromo-2-tert-butyl-phenol (640 mg, 2.795 mmol) and potassium carbonate (1.20 g, 8.682 mmol) in DMF (8 mL) was added ethyl chlorodifluoroacetate (1.1 mL, 8.687 mmol). The reaction was heated to 80° C. overnight then cooled to RT, and diluted with EtOAc and water. The organic layer was washed with water, with brine, dried (Na2SO4), filtered and concentrated. The crude residue was purified by SiO2 column eluting with hexane to afford 259 mg (33%) of 4-bromo-2-tert-butyl-dif... The reactants are C(C)(C)(C)OC(N(C1=CC=NC=C1)CCOC1=CC(=CC(=C1)Cl)C(N(C1CCCC1)CC=C)=O)=O ({2-[3-(allyl-cyclopentyl-carbamoyl)-5-chloro-phenoxy]-ethyl}-pyridin-4-yl-carbamic acid tert-butyl ester), [Mn](=O)(=O)(=O)[O-].[K+] (potassium permanganate), I(=O)(=O)(=O)[O-].[Na+] (sodium periodate), C([O-])(O)=O.[Na+] (sodium bicarbonate). Run in C(C)(C)(C)O (tert-butanol), O (water), C(C)O (ethanol). Reaction conditions: time 1.5 hour. Yields the product ClC=1C=C(C(=O)N(C2CCCC2)CC(=O)O)C=C(C1)OCCNC1=CC=NC=C1 (({3-Chloro-5-[2-(pyridin-4-ylamino)-ethoxy]-benzoyl}-cyclopentyl-amino)-acetic acid). Isolated yield 41.9%. Reaction SMILES: C(OC(=O)[N:7]([CH2:14][CH2:15][O:16][C:17]1[CH:22]=[C:21]([Cl:23])[CH:20]=[C:19]([C:24](=[O:34])[N:25]([CH2:31]C=C)[CH:26]2[CH2:30][CH2:29][CH2:28][CH2:27]2)[CH:18]=1)[C:8]1[CH:13]=[CH:12][N:11]=[CH:10][CH:9]=1)(C)(C)C.[Mn]([O-])(=O)(=O)=O.[K+].I([O-])(=O)(=O)=O.[Na+].[C:48](=O)([OH:50])[O-:49].[Na+]>C(O)(C)(C)C.O.C(O)C>[Cl:23][C:21]1[CH:20]=[C:19]([CH:18]=[C:17]([O:16][CH2:15][CH2:14][NH:7][C:8]2[CH:13]=[CH:12][N:11]=[CH:10][CH:9]=2)[CH:22]=1)[C:24]([N:25]([CH2:31][C:48]([OH:50])=[O:49])[CH:26]1[CH2:30][CH2:29][CH2:28][CH2:27]1)=[O:34] |f:1.2,3.4,5.6|. Procedure details: To a solution of {2-[3-(allyl-cyclopentyl-carbamoyl)-5-chloro-phenoxy]-ethyl}-pyridin-4-yl-carbamic acid tert-butyl ester (0.06 g) in tert-butanol (3.2 ml) was added a solution of potassium permanganate (0.006 g), sodium periodate (0.157 g) and sodium bicarbonate (0.051 g) in water (3.2 ml). The purple reaction mixture was stirred at room temperature for 1.5 h and then added to ethanol (25 ml) the precipitate was filtered and the filtrate evaporated in vacuo. The residue was dissolved in a mixtu... Starting materials: C1(CC1)N1C=C(C(C2=CC(=C(C(=C12)F)F)F)=O)C(=O)O (1-cyclopropyl-6,7,8-trifluoro-1,4-dihydro-4-oxoquinoline-3-carboxylic acid), OCC1=C2CNCC2=CC=C1 (4-hydroxymethylisoindoline), C1CCC2=NCCCN2CC1 (DBU). The solvent is CN(C)C=O (DMF). Product: OCC1=C2CN(CC2=CC=C1)C1=C(C=C2C(C(=CN(C2=C1F)C1CC1)C(=O)O)=O)F (7-(4-hydroxymethyl-2-isoindolinyl)-1-cyclopropyl-6,8-difluoro-1,4-dihydro-4-oxoquinoline-3-carboxylic acid). Yield: 41.3%. Reaction SMILES: [CH:1]1([N:4]2[C:13]3[C:8](=[CH:9][C:10]([F:16])=[C:11](F)[C:12]=3[F:14])[C:7](=[O:17])[C:6]([C:18]([OH:20])=[O:19])=[CH:5]2)[CH2:3][CH2:2]1.[OH:21][CH2:22][C:23]1[CH:31]=[CH:30][CH:29]=[C:28]2[C:24]=1[CH2:25][NH:26][CH2:27]2.C1CCN2C(=NCCC2)CC1>CN(C=O)C>[OH:21][CH2:22][C:23]1[CH:31]=[CH:30][CH:29]=[C:28]2[C:24]=1[CH2:25][N:26]([C:11]1[C:12]([F:14])=[C:13]3[C:8]([C:7](=[O:17])[C:6]([C:18]([OH:20])=[O:19])=[CH:5][N:4]3[CH:1]3[CH2:2][CH2:3]3)=[CH:9][C:10]=1[F:16])[CH2:27]2. Procedure details: 283 mg of 1-cyclopropyl-6,7,8-trifluoro-1,4-dihydro-4-oxoquinoline-3-carboxylic acid, 179 mg of 4-hydroxymethylisoindoline, 304 mg of DBU, and 2 ml of anhydrous DMF were processed in the same manner as in Example 20 to produce 170 mg of the target compound.